This data is from the Open Reaction Database (ORD), a public repository of structured organic reaction records. The task is: describe an organic reaction: reactants, conditions, products, and yield Starting materials: C1(CCCC1)OCC1=NOC(=C1CO)C(C)C ([3-[(cyclopentyloxy)methyl]-5-(1-methylethyl)-4-isoxazolyl]methanol), OC1=CC=C(C=C1)C=1C=C2C=CC(=NC2=CC1)C(=O)OC (methyl 6-(4-hydroxyphenyl)-2-quinolinecarboxylate), C1(=CC=CC=C1)P(C1=CC=CC=C1)C1=CC=CC=C1 (triphenyl phosphine), N(=NC(=O)OC(C)C)C(=O)OC(C)C (Diisopropyl azodicarboxylate). Solvent: ClCCl (dichloromethane). Reaction conditions: temperature 100 celsius. The product is C1(CCCC1)OCC1=NOC(=C1COC1=CC=C(C=C1)C=1C=C2C=CC(=NC2=CC1)C(=O)OC)C(C)C (methyl 6-[4-({[3-[(cyclopentyloxy)methyl]-5-(1-methylethyl)-4-isoxazolyl]methyl}oxy)phenyl]-2-quinolinecarboxylate). Yield: 10.5%. As a reaction SMILES: [CH:1]1([O:6][CH2:7][C:8]2[C:12]([CH2:13][OH:14])=[C:11]([CH:15]([CH3:17])[CH3:16])[O:10][N:9]=2)[CH2:5][CH2:4][CH2:3][CH2:2]1.O[C:19]1[CH:24]=[CH:23][C:22]([C:25]2[CH:26]=[C:27]3[C:32](=[CH:33][CH:34]=2)[N:31]=[C:30]([C:35]([O:37][CH3:38])=[O:36])[CH:29]=[CH:28]3)=[CH:21][CH:20]=1.C1(P(C2C=CC=CC=2)C2C=CC=CC=2)C=CC=CC=1.N(C(OC(C)C)=O)=NC(OC(C)C)=O>ClCCl>[CH:1]1([O:6][CH2:7][C:8]2[C:12]([CH2:13][O:14][C:19]3[CH:20]=[CH:21][C:22]([C:25]4[CH:26]=[C:27]5[C:32](=[CH:33][CH:34]=4)[N:31]=[C:30]([C:35]([O:37][CH3:38])=[O:36])[CH:29]=[CH:28]5)=[CH:23][CH:24]=3)=[C:11]([CH:15]([CH3:17])[CH3:16])[O:10][N:9]=2)[CH2:2][CH2:3][CH2:4][CH2:5]1. Reported procedure: A solution of [3-[(cyclopentyloxy)methyl]-5-(1-methylethyl)-4-isoxazolyl]methanol (50 mg, 0.21 mmol) in dichloromethane (2.1 mL) was added to a mixture of methyl 6-(4-hydroxyphenyl)-2-quinolinecarboxylate (57 mg, 0.21 mmol) and triphenyl phosphine (82 mg, 0.31 mmol) in a microwave reaction tube. Diisopropyl azodicarboxylate (60 μL, 0.31 mmol) was added before the tube was sealed and heated for 20 minutes at 100° C. The mixture was concentrated and the residue was purified by chromatography (sili... Starting materials: IC(C(=O)OCC)C(C(C(F)(F)Cl)(F)Cl)C (ethyl 2-iodo-3-methyl-4,5-dichloro-4,5,5-trifluoropentanoate), [N-]=[N+]=[N-].[Na+] (sodium azide). The solvent is C(C)O (ethanol). Yields the product N(=[N+]=[N-])C(C(=O)OCC)C(C(C(F)(F)Cl)(F)Cl)C (ethyl 2-azido-3-methyl-4,5-dichloro-4,5,5-trifluoropentanoate). Yield: 122.5%. Reaction SMILES: I[CH:2]([CH:8]([CH3:16])[C:9]([Cl:15])([F:14])[C:10]([Cl:13])([F:12])[F:11])[C:3]([O:5][CH2:6][CH3:7])=[O:4].[N-:17]=[N+:18]=[N-:19].[Na+]>C(O)C>[N:17]([CH:2]([CH:8]([CH3:16])[C:9]([Cl:15])([F:14])[C:10]([Cl:13])([F:12])[F:11])[C:3]([O:5][CH2:6][CH3:7])=[O:4])=[N+:18]=[N-:19] |f:1.2|. Reported procedure: Then in 350 ml of 80% ethanol, 31 g (0.0080 mol) of ethyl 2-iodo-3-methyl-4,5-dichloro-4,5,5-trifluoropentanoate and 26 g (0.040 mol) of sodium azide were refluxed at an elevated temperature for 22 hours. By treating the product by following the procedure of Example 1, there was obtained 3.03 g (0.0098 mol, yield of 12%) of ethyl 2-azido-3-methyl-4,5-dichloro-4,5,5-trifluoropentanoate having b.p. 94° C./4 mm, nD20 1.4420, νN3 2113 cm-1 and νC=O 1748 cm-1. Reactants: C(C1=CC(OC)=C(OC)C=C1)=O (veratraldehyde), Cl.Cl.NC=1C=CC(=NC1)NN (5-Amino-2-hydrazinopyridine Dihydrochloride). Solvent: CO (methanol), O (H2O), CO (CH3OH). Run at time 0.8 hour. Product: Cl.Cl.NC=1C=CC(=NC1)NN=CC1=CC(OC)=C(OC)C=C1 (Veratraldehyde 5-Amino-2-pyridylhydrazone Dihydrochloride). As a reaction SMILES: [ClH:1].Cl.[NH2:3][C:4]1[CH:5]=[CH:6][C:7]([NH:10][NH2:11])=[N:8][CH:9]=1.[CH:12](=O)[C:13]1[CH:22]=[CH:21][C:18]([O:19][CH3:20])=[C:15]([O:16][CH3:17])[CH:14]=1>O.CO>[ClH:1].[ClH:1].[NH2:3][C:4]1[CH:5]=[CH:6][C:7]([NH:10][N:11]=[CH:12][C:13]2[CH:22]=[CH:21][C:18]([O:19][CH3:20])=[C:15]([O:16][CH3:17])[CH:14]=2)=[N:8][CH:9]=1 |f:0.1.2,6.7.8|. Procedure details: A solution of 5.0 g (0.025 mole) of the compound of Example I in a mixture of 13 ml of H2O and 20 ml of CH3OH was treated rapidly with a solution of 4.7 g (0.027 mole) of veratraldehyde in 40 ml of methanol using mechanical stirring. The reaction mixture was stirred rapidly for 0.8 hr and filtered. The yellow-brown solid was washed with 40 ml of methanol, ether and air dried, m.p. 232°-233°dec. yield: 7.2 g (83%). Recrystallization from methanol raised the melting point to 235°-236°, dec.